describe an organic reaction: reactants, conditions, products, and yield From a dataset of the Open Reaction Database (ORD), a public repository of structured organic reaction records. Starting materials: C(C1=CC=CC=C1)(=O)C1=NOC(=C1)C(CC)O (3-benzoyl-5-(1-hydroxypropyl)isoxazole), BrC1=NOC(=C1)C(CC)=O (3-bromo-5-propionylisoxazole), C(C)(C)O (Isopropyl alcohol). Solvent: CC(=O)C (acetone), CC(=O)C.OS(=O)(=O)O.O=[Cr](=O)=O (Jones' reagent). Yields the product C(C1=CC=CC=C1)(=O)C1=NOC(=C1)C(CC)=O (3-benzoyl-5-propionylisoxazole). RXN SMILES: [C:1]([C:9]1[CH:13]=[C:12]([CH:14]([OH:17])[CH2:15][CH3:16])[O:11][N:10]=1)(=[O:8])[C:2]1[CH:7]=[CH:6][CH:5]=[CH:4][CH:3]=1.BrC1C=C(C(=O)CC)ON=1.C(O)(C)C>CC(C)=O.CC(C)=O.OS(O)(=O)=O.O=[Cr](=O)=O>[C:1]([C:9]1[CH:13]=[C:12]([C:14](=[O:17])[CH2:15][CH3:16])[O:11][N:10]=1)(=[O:8])[C:2]1[CH:3]=[CH:4][CH:5]=[CH:6][CH:7]=1 |f:4.5.6|. Procedure details: Reacted under reflux for 2 hours were 5.0 g (27.3 mmol) of benzoylacetohydroxamoyl chloride prepared by a known process [J.Org.Chem., 409 (1942)] and 5.0 g (59.5 mmol) of 1-pentyne-3-ol. The reaction mixture was added into water, followed by extraction with ethyl ether. The extract was concentrated and then purified by silica gel chromatography (eluent: chloroform), whereby the title compound, namely, 3-benzoyl-5-(1-hydroxypropyl)isoxazole was obtained. It was dissolved in acetone, to which the ... Reactants: [Al+3], C1CCOC1, [H-], [H-], [H-], [H-], [Li+], CSc1cc(C(=O)O)ccc1O. Yields the product CSc1cc(CO)ccc1O. Reaction SMILES: [Al+3:14].[CH2:19]1[O:20][CH2:21][CH2:22][CH2:23]1.[H-:13].[H-:16].[H-:17].[H-:18].[Li+:15].[OH:1][c:2]1[c:3]([S:11][CH3:12])[cH:4][c:5]([C:6](=[O:7])[OH:8])[cH:9][cH:10]1>>[OH:1][c:2]1[c:3]([S:11][CH3:12])[cH:4][c:5]([CH2:6][OH:7])[cH:9][cH:10]1. Reactants: CC(Cl)C(=O)NC(CO)(c1cc(Br)ccc1F)C(F)F, CC#N, [K+], [OH-]. The product is CC1OCC(c2cc(Br)ccc2F)(C(F)F)NC1=O. RXN SMILES: [Br:1][c:2]1[cH:3][cH:4][c:5]([F:20])[c:6]([C:8]([CH:9]([F:10])[F:11])([CH2:12][OH:13])[NH:14][C:15]([CH:16]([CH3:17])[Cl:18])=[O:19])[cH:7]1.[CH3:23][C:24]#[N:25].[K+:22].[OH-:21]>>[Br:1][c:2]1[cH:3][cH:4][c:5]([F:20])[c:6]([C:8]2([CH:9]([F:10])[F:11])[CH2:12][O:13][CH:16]([CH3:17])[C:15](=[O:19])[NH:14]2)[cH:7]1. Reactants: [N+](=O)([O-])C=1C=2N(C3=CC=CC=C3C1NCCOCCCC=1C=NC=CC1)N=NN2 (4-Nitro-N-[2-(3-pyridin-3-ylpropoxy)ethyl]tetrazolo[1,5-a]quinolin-5-amine), [H][H] (hydrogen). Reagents/catalysts: [Pt] (Platinum on carbon). Solvent: C(C)O (ethanol). Product: N1=CC(=CC=C1)CCCOCCNC1=C(C=2N(C3=CC=CC=C13)N=NN2)N (N5-[2-(3-pyridin-3-ylpropoxy)ethyl]tetrazolo[1,5-a]quinoline-4,5-diamine). The yield is 97.2%. RXN SMILES: [N+:1]([C:4]1[C:5]2[N:6]([N:27]=[N:28][N:29]=2)[C:7]2[C:12]([C:13]=1[NH:14][CH2:15][CH2:16][O:17][CH2:18][CH2:19][CH2:20][C:21]1[CH:22]=[N:23][CH:24]=[CH:25][CH:26]=1)=[CH:11][CH:10]=[CH:9][CH:8]=2)([O-])=O.[H][H]>[Pt].C(O)C>[N:23]1[CH:24]=[CH:25][CH:26]=[C:21]([CH2:20][CH2:19][CH2:18][O:17][CH2:16][CH2:15][NH:14][C:13]2[C:12]3[C:7](=[CH:8][CH:9]=[CH:10][CH:11]=3)[N:6]3[N:27]=[N:28][N:29]=[C:5]3[C:4]=2[NH2:1])[CH:22]=1. Procedure details: 4-Nitro-N-[2-(3-pyridin-3-ylpropoxy)ethyl]tetrazolo[1,5-a]quinolin-5-amine (34.3 g, 87.2 mmol) was added to a 3 liter stainless steel pressure flask containing ethanol (1.25 L, absolute). Platinum on carbon (3.00 g, 5% w/w) was added and the flask was placed on a Parr hydrogenation apparatus. The reaction was shaken under 45 psi (3.15 Kg/cm2) of hydrogen for 24 hours. The catalyst was removed by filtration through Celite™ and the Celite pad was washed with several portions of ethanol. The filtra...